Dataset: the Open Reaction Database (ORD), a public repository of structured organic reaction records. Task: describe an organic reaction: reactants, conditions, products, and yield Starting materials: COC1=CC=C(C=C1)N1CCN(CC1)CCC1OCCC2=C(C=CC=C12)Br (1-(4-Methoxyphenyl)-4-[2-(5-bromoisochroman-1-yl)-ethyl]piperazine), C[Si](C)(C)N=C=O (trimethylsilylisocyanate), C(C)(C)(C)[Li] (t-butyl lithium). Run in C1CCOC1 (THF), O1CCOCC1 (dioxane), C1CCOC1 (THF). Conditions: time 15 minute. Product: COC1=CC=C(C=C1)N1CCN(CC1)CCC1OCCC2=C(C=CC=C12)C(=O)N (1-(4-Methoxyphenyl)-4-[2-(5-aminocarbonylisochroman-1-yl)-ethyl]piperazine). RXN SMILES: C([Li])(C)(C)C.[CH3:6][O:7][C:8]1[CH:13]=[CH:12][C:11]([N:14]2[CH2:19][CH2:18][N:17]([CH2:20][CH2:21][CH:22]3[C:31]4[C:26](=[C:27](Br)[CH:28]=[CH:29][CH:30]=4)[CH2:25][CH2:24][O:23]3)[CH2:16][CH2:15]2)=[CH:10][CH:9]=1.C[Si]([N:37]=[C:38]=[O:39])(C)C>C1COCC1.O1CCOCC1>[CH3:6][O:7][C:8]1[CH:13]=[CH:12][C:11]([N:14]2[CH2:19][CH2:18][N:17]([CH2:20][CH2:21][CH:22]3[C:31]4[C:26](=[C:27]([C:38]([NH2:37])=[O:39])[CH:28]=[CH:29][CH:30]=4)[CH2:25][CH2:24][O:23]3)[CH2:16][CH2:15]2)=[CH:10][CH:9]=1. Procedure details: A mixture of t-butyl lithium (2 eqs, 1.7 M in hexane) in THF (2 ml/mmol bromide) is cooled to -78° for 10 minutes before adding the 1-(4-methoxyphenyl)-4-[2-(5-bromoisochroman-1-yl)ethyl]piperazine (LXXIV, EXAMPLE 100) in THF (4 ml/mmol) dropwise over 10 minutes. A freshly distilled solution of trimethylsilylisocyanate (1.5 eqs) is added via syringe as a solution in dioxane (4 volume equivalents) at once. After 15 minutes, the cooling bath is removed and the mixture allowed to warm to 20-25°. Th... The reactants are Cl, [Na+], CCOC(=O)COc1ccc(C=CC(C)=C2SC(=S)NC2=O)cc1, [OH-], O. The product is CC(C=Cc1ccc(OCC(=O)O)cc1)=C1SC(=S)NC1=O. Reaction SMILES: [ClH:27].[Na+:26].[O:1]=[C:2]1[NH:3][C:4](=[S:24])[S:5][C:6]1=[C:7]([CH:8]=[CH:9][c:10]1[cH:11][cH:12][c:13]([O:14][CH2:15][C:16](=[O:17])[O:18][CH2:19][CH3:20])[cH:21][cH:22]1)[CH3:23].[OH-:25].[OH2:28]>>[O:1]=[C:2]1[NH:3][C:4](=[S:24])[S:5][C:6]1=[C:7]([CH:8]=[CH:9][c:10]1[cH:11][cH:12][c:13]([O:14][CH2:15][C:16](=[O:17])[OH:18])[cH:21][cH:22]1)[CH3:23]. Starting materials: N(CCO)CCO (diethanol amine), aqueous solution, [Na] (sodium), S(=O)(=O)(O)CCO (isethionic acid). Conditions: temperature 200 fahrenheit. The product is OCCN(CCO)C(C)S(=O)(=O)O (bis-hydroxyethylaminoethane sulfonic acid). Isolated yield 100.0%. Reaction SMILES: [NH:1]([CH2:5][CH2:6][OH:7])[CH2:2][CH2:3][OH:4].[Na].[S:9]([CH2:13][CH2:14]O)([OH:12])(=[O:11])=[O:10]>>[OH:4][CH2:3][CH2:2][N:1]([CH:13]([S:9]([OH:12])(=[O:11])=[O:10])[CH3:14])[CH2:5][CH2:6][OH:7] |^1:7|. Procedure details: In a preferred embodiment, diethanol amine is charged to the reaction vessel in a substantially equal molar quantity to a 54 percent aqueous solution the sodium salt of isethionic acid. The reactants then are heated to a temperature of about 200° F. at ambient temperature for a sufficient period of time to separate about 38 percent by weight of the reactants as water in the cold finger trap. The bis-hydroxyethylaminoethane sulfonic acid which is produced in about a 100 percent yield is diluted t... Reactants: FC1=NC(=C2N=CNC2=N1)NCC1=CC=NC=C1 ((2-Fluoro-9H-purin-6-yl)-pyridin-4-ylmethyl-amine), C(=O)([O-])[O-].[K+].[K+] (K2CO3), C(Cl)(Cl)Cl (CHCl3), BrC(C)C (2-bromopropane). Run in CN(C)C=O (DMF), CO (MeOH). Run at time 24 hour. Product: FC1=NC(=C2N=CN(C2=N1)C(C)C)NCC1=CC=NC=C1 ((2-Fluoro-9-isopropyl-9H-purin-6-yl)pyridine-4-ylmethylamine). RXN SMILES: [F:1][C:2]1[N:10]=[C:9]2[C:5]([N:6]=[CH:7][NH:8]2)=[C:4]([NH:11][CH2:12][C:13]2[CH:18]=[CH:17][N:16]=[CH:15][CH:14]=2)[N:3]=1.C([O-])([O-])=O.[K+].[K+].Br[CH:26]([CH3:28])[CH3:27].C(Cl)(Cl)Cl>CN(C=O)C.CO>[F:1][C:2]1[N:10]=[C:9]2[C:5]([N:6]=[CH:7][N:8]2[CH:26]([CH3:28])[CH3:27])=[C:4]([NH:11][CH2:12][C:13]2[CH:18]=[CH:17][N:16]=[CH:15][CH:14]=2)[N:3]=1 |f:1.2.3|. Reported procedure: To a stirred solution of (2-Fluoro-9H-purin-6-yl)-pyridin-4-ylmethyl-amine (0.6 g, 2.46 mmol) in DMF (10 mL) under an argon atmosphere, at RT, was added K2CO3 (powdered, anhydrous, 1.7 g, 5 eq, 12.3 mmol) followed by 2-bromopropane (2.3 ml, 10 eq, 24.6 mmol). The reaction mixture was stirred at RT for 24 h, when TLC (CHCl3:MeOH; 90:10) indicated that the reaction had gone to completion. The solvent was evaporated in vacuo and the residue partitioned between water (200 ml) and EtOAc (50 ml). The ... Starting materials: BrC1C(C(CCC1)C(=O)N1CCCCC1)=O (2-Bromo-6-(piperidine-1-carbonyl)-cyclohexanone), FCCNC1=CC=CC=C1 ((2-Fluoro-ethyl)-phenyl-amine). The reagents and catalysts are [Cl-].[Zn+2].[Cl-] (zinc chloride). Run in CC(C)O (propan-2-ol). Conditions: temperature 50 celsius, time 3 hour. The product is FCCN1C2=CC=CC=C2C=2C(CCCC12)C(=O)N1CCCCC1 ([9-(2-fluoro-ethyl)-2,3,4,9-tetrahydro-1H-carbazol-4-yl]-piperidin-1-yl-methanone). The yield is 27.0%. Reaction SMILES: Br[CH:2]1[CH2:7][CH2:6][CH2:5][CH:4]([C:8]([N:10]2[CH2:15][CH2:14][CH2:13][CH2:12][CH2:11]2)=[O:9])[C:3]1=O.[F:17][CH2:18][CH2:19][NH:20][C:21]1[CH:26]=[CH:25][CH:24]=[CH:23][CH:22]=1>CC(O)C.[Cl-].[Zn+2].[Cl-]>[F:17][CH2:18][CH2:19][N:20]1[C:2]2[CH2:7][CH2:6][CH2:5][CH:4]([C:8]([N:10]3[CH2:15][CH2:14][CH2:13][CH2:12][CH2:11]3)=[O:9])[C:3]=2[C:26]2[C:21]1=[CH:22][CH:23]=[CH:24][CH:25]=2 |f:3.4.5|. Procedure details: A mixture of 2-bromo-6-(piperidine-1-carbonyl)-cyclohexanone (20; prepared according to example 3(b)) (500 mg, 1.7 mmol) and (2-fluoro-ethyl)-phenyl-amine (24) (890 mg, 3.5 mmol) was stirred under N2 at 50° C. for 3 h and the reaction turned brown. The resulting mixture was dissolved in propan-2-ol (2 mL) and dry zinc chloride (682 mg, 5 mmol) was added. The mixture was heated to reflux under N2 for 16 h and then concentrated in vacuo. The residue was dissolved in ethyl acetate (50 mL) and washe... Reactants: ClC1=CC=C(C=C1)S(=O)(=O)N([C@@H](CCCBr)C)C1=C(C=CC(=C1)F)F (4-chloro-N-(2,5-difluorophenyl)-N-[(R)-1-methyl-4-bromobutyl]benzenesulfonamide), AgNO2. The solvent is CCOCC (ether). Conditions: temperature 22 celsius, time 4 day. The product is C1(=CC=CC=C1)S(=O)(=O)N (benzenesulfonamide). Isolated yield 50.0%. RXN SMILES: Cl[C:2]1[CH:7]=[CH:6][C:5]([S:8]([N:11](C2C=C(F)C=CC=2F)[C@H](C)CCCBr)(=[O:10])=[O:9])=[CH:4][CH:3]=1>CCOCC>[C:5]1([S:8]([NH2:11])(=[O:10])=[O:9])[CH:6]=[CH:7][CH:2]=[CH:3][CH:4]=1. Reported procedure: To a solution of 4-chloro-N-(2,5-difluorophenyl)-N-[(R)-1-methyl-4-bromobutyl]benzenesulfonamide (0.194 g, 0.427 mmol) in ether (4 mL) was added AgNO2 (0.395 g, 2.56 mmol) at 22° C. The resulting mixture was allowed to stir at 22° C. for 4 days. The mixture was filtered and concentrated under reduced pressure. Silica gel chromatography (1:9 ethyl acetate:hexanes) of the concentrate afforded 0.0913 g of 4-chloro-N-(2,5-difluorophenyl)-N-[(R)-1-methyl-4-nitrobutyl]]-benzenesulfonamide as a light b...